Dataset: the Open Reaction Database (ORD), a public repository of structured organic reaction records. Task: describe an organic reaction: reactants, conditions, products, and yield The reactants are Br (hydrobromic acid), ClC=1C(=NC(=CC1)\C(=C\C1CCCC1)\C1=CC=C(C=C1)SC)OC (3-chloro-6-{(E)-2-cyclopentyl-1-[4-(methylsulfanyl)phenyl]ethenyl}-2-methoxypyridine), O (water). Run in O1CCOCC1 (1,4-dioxane). Conditions: temperature 85 celsius, time 1 hour. Yields the product ClC=1C(NC(=CC1)\C(=C\C1CCCC1)\C1=CC=C(C=C1)SC)=O (3-Chloro-6-{(E)-2-Cyclopentyl-1-[4-(methylsulfanyl)phenyl]ethenyl}pyridin-2(1H)-one). Isolated yield 95.7%. RXN SMILES: Br.[Cl:2][C:3]1[C:4]([O:24]C)=[N:5][C:6](/[C:9](/[C:16]2[CH:21]=[CH:20][C:19]([S:22][CH3:23])=[CH:18][CH:17]=2)=[CH:10]/[CH:11]2[CH2:15][CH2:14][CH2:13][CH2:12]2)=[CH:7][CH:8]=1.O>O1CCOCC1>[Cl:2][C:3]1[C:4](=[O:24])[NH:5][C:6](/[C:9](/[C:16]2[CH:21]=[CH:20][C:19]([S:22][CH3:23])=[CH:18][CH:17]=2)=[CH:10]/[CH:11]2[CH2:15][CH2:14][CH2:13][CH2:12]2)=[CH:7][CH:8]=1. Procedure details: 48% hydrobromic acid (1.5 mL) was added to a solution of 3-chloro-6-{(E)-2-cyclopentyl-1-[4-(methylsulfanyl)phenyl]ethenyl}-2-methoxypyridine (250 mg) in 1,4-dioxane (1.5 mL), and the mixture was stirred at 85° C. for one hour. The reaction solution was poured into water, followed by extraction with ethyl acetate. The organic layer was washed with brine, dried over anhydrous magnesium sulfate and filtered, after which the filtrate was concentrated under reduced pressure. The resulting residue wa... Reactants: OC=1C(=CC2=C(C(C(=CS2)C(=O)O)=O)C1)O (6,7-Dihydroxy-4-oxo-4H-1-benzothiopyran-3-carboxylic acid), S(=O)(Cl)Cl (thionyl chloride). Product: O=C1C(=CSC=2C1=CCCC2)C(=O)Cl (6,7-dihydro-4-oxo-4H-1-benzothiopyran-3-carbonyl chloride). Reaction SMILES: O[C:2]1[C:3](O)=[CH:4][C:5]2[S:10][CH:9]=[C:8]([C:11](O)=[O:12])[C:7](=[O:14])[C:6]=2[CH:15]=1.S(Cl)([Cl:19])=O>>[O:14]=[C:7]1[C:6]2=[CH:15][CH2:2][CH2:3][CH:4]=[C:5]2[S:10][CH:9]=[C:8]1[C:11]([Cl:19])=[O:12]. Procedure details: 6,7-Dihydroxy-4-oxo-4H-1-benzothiopyran-3-carboxylic acid (100 mg) was heated under reflux for 2 hours in thionyl chloride (5 mL), and then the thionyl chloride was distilled off. To the residue was added benzene (20 mL). Benzene was distilled off again and the residue was vacuum dried to give 6,7-dihydro-4-oxo-4H-1-benzothiopyran-3-carbonyl chloride.